Dataset: the Open Reaction Database (ORD), a public repository of structured organic reaction records. Task: describe an organic reaction: reactants, conditions, products, and yield Reactants: CC(C)(C)OC(=O)NCC(=O)O, CN(C)c1ccncc1, C(=NC1CCCCC1)=NC1CCCCC1, ClCCl, Cc1c(C(=O)Nc2ccc(Oc3ccnc4cc(OCCC5(O)CC5)ccc34)c(F)c2)c(=O)n(-c2ccccc2)n1C. The product is Cc1c(C(=O)Nc2ccc(Oc3ccnc4cc(OCCC5(OC(=O)CNC(=O)OC(C)(C)C)CC5)ccc34)c(F)c2)c(=O)n(-c2ccccc2)n1C. RXN SMILES: [C:43](=[O:44])([O:45][C:46]([CH3:47])([CH3:48])[CH3:49])[NH:50][CH2:51][C:52](=[O:53])[OH:54].[CH3:70][N:71]([c:72]1[cH:73][cH:74][n:75][cH:76][cH:77]1)[CH3:78].[CH:55]1([N:56]=[C:57]=[N:58][CH:59]2[CH2:60][CH2:61][CH2:62][CH2:63][CH2:64]2)[CH2:65][CH2:66][CH2:67][CH2:68][CH2:69]1.[Cl:79][CH2:80][Cl:81].[F:1][c:2]1[cH:3][c:4]([NH:26][C:27](=[O:28])[c:29]2[c:30](=[O:42])[n:31](-[c:36]3[cH:37][cH:38][cH:39][cH:40][cH:41]3)[n:32]([CH3:35])[c:33]2[CH3:34])[cH:5][cH:6][c:7]1[O:8][c:9]1[cH:10][cH:11][n:12][c:13]2[cH:14][c:15]([O:19][CH2:20][CH2:21][C:22]3([OH:25])[CH2:23][CH2:24]3)[cH:16][cH:17][c:18]12>>[F:1][c:2]1[cH:3][c:4]([NH:26][C:27](=[O:28])[c:29]2[c:30](=[O:42])[n:31](-[c:36]3[cH:37][cH:38][cH:39][cH:40][cH:41]3)[n:32]([CH3:35])[c:33]2[CH3:34])[cH:5][cH:6][c:7]1[O:8][c:9]1[cH:10][cH:11][n:12][c:13]2[cH:14][c:15]([O:19][CH2:20][CH2:21][C:22]3([O:25][C:52]([CH2:51][NH:50][C:43](=[O:44])[O:45][C:46]([CH3:47])([CH3:48])[CH3:49])=[O:53])[CH2:23][CH2:24]3)[cH:16][cH:17][c:18]12. Reactants: CS(=O)(=O)OC1=CC(=CC(=C1)C1=CN(C=2N=CN=C(C21)N[C@@H](C)C2=NN1C(C(N2C2=CC=CC=C2)=O)=CC=C1)COCC[Si](C)(C)C)NS(=O)(=O)C ((S)-3-(Methylsulfonamido)-5-(4-((1-(4-oxo-3-phenyl-3,4-dihydropyrrolo[2,1-f][1,2,4]triazin-2-yl)ethyl)amino)-7-((2-(trimethylsilyl)ethoxy)methyl)-7H-pyrrolo[2,3-d]pyrimidin-5-yl)phenyl methanesulfonate), FC(C(=O)O)(F)F (trifluoroacetic acid), N (ammonia). Yields the product CS(=O)(=O)OC1=CC(=CC(=C1)C1=CNC=2N=CN=C(C21)N[C@@H](C)C2=NN1C(C(N2C2=CC=CC=C2)=O)=CC=C1)NS(=O)(=O)C ((S)-3-(Methylsulfonamido)-5-(4-((1-(4-oxo-3-phenyl-3,4-dihydropyrrolo[2,1-f][1,2,4]triazin-2-yl)ethyl)amino)-7H-pyrrolo[2,3-d]pyrimidin-5-yl)phenyl methanesulfonate). Isolated yield 51.8%. As a reaction SMILES: [CH3:1][S:2]([O:5][C:6]1[CH:11]=[C:10]([C:12]2[C:20]3[C:19]([NH:21][C@H:22]([C:24]4[N:29]([C:30]5[CH:35]=[CH:34][CH:33]=[CH:32][CH:31]=5)[C:28](=[O:36])[C:27]5=[CH:37][CH:38]=[CH:39][N:26]5[N:25]=4)[CH3:23])=[N:18][CH:17]=[N:16][C:15]=3[N:14](COCC[Si](C)(C)C)[CH:13]=2)[CH:9]=[C:8]([NH:48][S:49]([CH3:52])(=[O:51])=[O:50])[CH:7]=1)(=[O:4])=[O:3].FC(F)(F)C(O)=O.N>>[CH3:1][S:2]([O:5][C:6]1[CH:11]=[C:10]([C:12]2[C:20]3[C:19]([NH:21][C@H:22]([C:24]4[N:29]([C:30]5[CH:35]=[CH:34][CH:33]=[CH:32][CH:31]=5)[C:28](=[O:36])[C:27]5=[CH:37][CH:38]=[CH:39][N:26]5[N:25]=4)[CH3:23])=[N:18][CH:17]=[N:16][C:15]=3[NH:14][CH:13]=2)[CH:9]=[C:8]([NH:48][S:49]([CH3:52])(=[O:50])=[O:51])[CH:7]=1)(=[O:4])=[O:3]. Reported procedure: (S)-3-(Methylsulfonamido)-5-(4-((1-(4-oxo-3-phenyl-3,4-dihydropyrrolo[2,1-f][1,2,4]triazin-2-yl)ethyl)amino)-7-((2-(trimethylsilyl)ethoxy)methyl)-7H-pyrrolo[2,3-d]pyrimidin-5-yl)phenyl methanesulfonate (82 mg, 0.07 mmol) was treated with trifluoroacetic acid (3 ml, 39 mmol) and a solution of ammonia (7N in methanol, 2.5 ml, 18 mmol) according to the method described in Example 27 to give 23 mg (52% yield) of the title compound. Purity 99%. The reactants are CCOP(=O)(Cc1ccc(Nc2ncc(C(F)(F)F)c(Cl)n2)c(OC)n1)OCC, CN1Cc2c(C3CCC(O)CC3)ccc(N)c2C1=O. Yields the product CCOP(=O)(Cc1ccc(Nc2ncc(C(F)(F)F)c(Nc3ccc(C4CCC(O)CC4)c4c3C(=O)N(C)C4)n2)c(OC)n1)OCC. Reaction SMILES: [Cl:1][c:2]1[n:3][c:4]([NH:12][c:13]2[cH:14][cH:15][c:16]([CH2:21][P:22]([O:23][CH2:24][CH3:25])([O:26][CH2:27][CH3:28])=[O:29])[n:17][c:18]2[O:19][CH3:20])[n:5][cH:6][c:7]1[C:8]([F:9])([F:10])[F:11].[NH2:30][c:31]1[cH:32][cH:33][c:34]([CH:42]2[CH2:43][CH2:44][CH:45]([OH:48])[CH2:46][CH2:47]2)[c:35]2[c:39]1[C:38](=[O:40])[N:37]([CH3:41])[CH2:36]2>>[c:2]1([NH:30][c:31]2[cH:32][cH:33][c:34]([CH:42]3[CH2:43][CH2:44][CH:45]([OH:48])[CH2:46][CH2:47]3)[c:35]3[c:39]2[C:38](=[O:40])[N:37]([CH3:41])[CH2:36]3)[n:3][c:4]([NH:12][c:13]2[cH:14][cH:15][c:16]([CH2:21][P:22]([O:23][CH2:24][CH3:25])([O:26][CH2:27][CH3:28])=[O:29])[n:17][c:18]2[O:19][CH3:20])[n:5][cH:6][c:7]1[C:8]([F:9])([F:10])[F:11]. Starting materials: C(N)(OC(C)(C)C)=O (tert-Butyl carbamate), C([O-])([O-])=O.[Cs+].[Cs+] (cesium carbonate), CC1(C2=C(C(=CC=C2)P(C3=CC=CC=C3)C4=CC=CC=C4)OC5=C(C=CC=C51)P(C6=CC=CC=C6)C7=CC=CC=C7)C (Xantphos), BrC1=C2C(=CN=C1)N(N=C2)CC (4-bromo-1-ethyl-1H-pyrazolo[3,4-c]pyridine). Reagents/catalysts: C=1C=CC(=CC1)/C=C/C(=O)/C=C/C2=CC=CC=C2.C=1C=CC(=CC1)/C=C/C(=O)/C=C/C2=CC=CC=C2.C=1C=CC(=CC1)/C=C/C(=O)/C=C/C2=CC=CC=C2.[Pd].[Pd] (Pd2(dba)3). Solvent: O1CCOCC1 (dioxane), C(C)(=O)OCC (Ethyl acetate). Yields the product C(C)N1N=CC=2C1=CN=CC2NC(OC(C)(C)C)=O (tert-butyl (1-ethyl-1H-pyrazolo[3,4-c]pyridin-4-yl)carbamate). Isolated yield 84.7%. Reaction SMILES: [C:1](=[O:8])([O:3][C:4]([CH3:7])([CH3:6])[CH3:5])[NH2:2].C(=O)([O-])[O-].[Cs+].[Cs+].CC1(C)C2C(=C(P(C3C=CC=CC=3)C3C=CC=CC=3)C=CC=2)OC2C(P(C3C=CC=CC=3)C3C=CC=CC=3)=CC=CC1=2.Br[C:58]1[CH:63]=[N:62][CH:61]=[C:60]2[N:64]([CH2:67][CH3:68])[N:65]=[CH:66][C:59]=12>C1C=CC(/C=C/C(/C=C/C2C=CC=CC=2)=O)=CC=1.C1C=CC(/C=C/C(/C=C/C2C=CC=CC=2)=O)=CC=1.C1C=CC(/C=C/C(/C=C/C2C=CC=CC=2)=O)=CC=1.[Pd].[Pd].C(OCC)(=O)C.O1CCOCC1>[CH2:67]([N:64]1[C:60]2=[CH:61][N:62]=[CH:63][C:58]([NH:2][C:1](=[O:8])[O:3][C:4]([CH3:7])([CH3:6])[CH3:5])=[C:59]2[CH:66]=[N:65]1)[CH3:68] |f:1.2.3,6.7.8.9.10|. Procedure details: tert-Butyl carbamate (90 mg), cesium carbonate (500 mg), Pd2(dba)3 (46 mg), and Xantphos (58 mg) were added to a dioxane solution (2 ml) containing 4-bromo-1-ethyl-1H-pyrazolo[3,4-c]pyridine (115 mg) obtained in the 1st step, followed by microwave irradiation (Initiator™, 130° C., 1 hour, 2.45 GHz, 0-240 W). Ethyl acetate was added to the reaction solution, insoluble matter was removed by filtration, and the solvent was distilled away under reduced pressure. The obtained residue was purified by ... Reactants: C(C1=CC=CO1)=CC(C)=O (furfurylidene acetone), CC(=O)C (acetone). Product: CC1=CCC(O1)=C=CC (5-methyl-2-methyl vinylidenefuran). RXN SMILES: [CH:1](=[CH:7][C:8](=O)C)[C:2]1[O:6][CH:5]=[CH:4][CH:3]=1.[CH3:11]C(C)=O>>[CH3:11][C:5]1[O:6][C:2](=[C:1]=[CH:7][CH3:8])[CH2:3][CH:4]=1. Procedure details: furfurylidene acetone, 5-methyl-2-furfurylidene, acetone, The reactants are NC(=O)CBr, O=C([O-])[O-], CN(C)C=O, OCC1OC(Oc2n[nH]c3cccc(CCc4ccc(OCCCNC(CO)(CO)CO)cc4)c23)C(O)C(O)C1O, [Cs+], [Cs+], [I-], [Na+], O. Product: NC(=O)Cn1nc(OC2OC(CO)C(O)C(O)C2O)c2c(CCc3ccc(OCCCNC(CO)(CO)CO)cc3)cccc21. As a reaction SMILES: [Br:42][CH2:43][C:44](=[O:45])[NH2:46].[C:47](=[O:48])([O-:49])[O-:50].[CH3:55][N:56]([CH3:57])[CH:58]=[O:59].[CH:1]1([O:12][c:13]2[n:14][nH:15][c:16]3[cH:17][cH:18][cH:19][c:20]([CH2:22][CH2:23][c:24]4[cH:25][cH:26][c:27]([O:30][CH2:31][CH2:32][CH2:33][NH:34][C:35]([CH2:36][OH:37])([CH2:38][OH:39])[CH2:40][OH:41])[cH:28][cH:29]4)[c:21]23)[CH:2]([OH:3])[CH:4]([OH:5])[CH:6]([OH:7])[CH:8]([CH2:10][OH:11])[O:9]1.[Cs+:51].[Cs+:52].[I-:54].[Na+:53].[OH2:60]>>[CH:1]1([O:12][c:13]2[n:14][n:15]([CH2:43][C:44](=[O:45])[NH2:46])[c:16]3[cH:17][cH:18][cH:19][c:20]([CH2:22][CH2:23][c:24]4[cH:25][cH:26][c:27]([O:30][CH2:31][CH2:32][CH2:33][NH:34][C:35]([CH2:36][OH:37])([CH2:38][OH:39])[CH2:40][OH:41])[cH:28][cH:29]4)[c:21]23)[CH:2]([OH:3])[CH:4]([OH:5])[CH:6]([OH:7])[CH:8]([CH2:10][OH:11])[O:9]1. Starting materials: [BH4-], CCOC(CN=Cc1cccs1)OCC, CCO, [Na+]. Product: CCOC(CNCc1cccs1)OCC. Reaction SMILES: [BH4-:16].[CH2:1]([CH3:2])[O:3][CH:4]([CH2:5][N:6]=[CH:7][c:8]1[s:9][cH:10][cH:11][cH:12]1)[O:13][CH2:14][CH3:15].[CH3:18][CH2:19][OH:20].[Na+:17]>>[CH2:1]([CH3:2])[O:3][CH:4]([CH2:5][NH:6][CH2:7][c:8]1[s:9][cH:10][cH:11][cH:12]1)[O:13][CH2:14][CH3:15].